Dataset: the Open Reaction Database (ORD), a public repository of structured organic reaction records. Task: describe an organic reaction: reactants, conditions, products, and yield The reactants are [K+].[Br-] (KBr), CC1=NC2=CC=CC=C2C(N1C1=CC=C(C=C1)Br)=O (2-methyl-3-p-bromophenyl-4(3H)-quinazolinone), N1=C(C=CC=C1)C(=O)OCC (ethyl picolinate), [H-].[Na+] (sodium hydride). Run in C1CCOC1 (THF). The product is O=C(CC1=NC2=CC=CC=C2C(N1C1=CC=C(C=C1)Br)=O)C1=NC=CC=C1 (2-[2-Oxo-2-(2-pyridyl)ethyl]-3-p-bromophenyl-4(3H)-quinazolinone). As a reaction SMILES: [CH3:1][C:2]1[N:11]([C:12]2[CH:17]=[CH:16][C:15]([Br:18])=[CH:14][CH:13]=2)[C:10](=[O:19])[C:9]2[C:4](=[CH:5][CH:6]=[CH:7][CH:8]=2)[N:3]=1.[N:20]1[CH:25]=[CH:24][CH:23]=[CH:22][C:21]=1[C:26](OCC)=[O:27].[H-].[Na+].[K+].[Br-]>C1COCC1>[O:27]=[C:26]([C:21]1[CH:22]=[CH:23][CH:24]=[CH:25][N:20]=1)[CH2:1][C:2]1[N:11]([C:12]2[CH:17]=[CH:16][C:15]([Br:18])=[CH:14][CH:13]=2)[C:10](=[O:19])[C:9]2[C:4](=[CH:5][CH:6]=[CH:7][CH:8]=2)[N:3]=1 |f:2.3,4.5|. Procedure: Treatment of 3.15 g (10 mmol) of 2-methyl-3-p-bromophenyl-4(3H)-quinazolinone and 1.81 g (12 mmol) of ethyl picolinate with 1.92 g (40 mmol) of sodium hydride (50%) in 160 ml of THF for a reaction period of 2.5 hours resulted in a yellow-brown reaction slurry which was processed using Method B. The crude yellow product was recrystallized from dimethyl sulfoxide-acetone to yield 4.06 g (96%) of yellow microcrystals, mp 312°-313° (dec): 1H NMR (CDCl3 with 3 drops CF3CO2H) δ 8.96-7.11 (m, 12H, arom... Reactants: C(C)(C)OC1=C(C=C(C=C1)OC(C)C)C1=NC=2C(=NC=C(C2)C(=O)OCC)N1 (ethyl 2-(2,5-diisopropoxyphenyl)-3H-imidazo[4,5-b]pyridine-6-carboxylate), [OH-].[Na+] (sodium hydroxide), C(C)O (ethanol), C(CC(O)(C(=O)O)CC(=O)O)(=O)O (citric acid). Yields the product C(C1=CC=CC=C1)OC=1C=C(C=C(C1)OC(C)C)C1=NC=2C(=NC=C(C2)C(=O)O)N1 (2-[3-(benzyloxy)-5-isopropoxyphenyl]-3H-imidazo[4,5-b]pyridine-6-carboxylic acid). Reaction SMILES: C(O[C:5]1[CH:10]=[CH:9][C:8]([O:11][CH:12]([CH3:14])[CH3:13])=[CH:7][C:6]=1[C:15]1[NH:28][C:18]2=[N:19][CH:20]=[C:21]([C:23]([O:25]CC)=[O:24])[CH:22]=[C:17]2[N:16]=1)(C)C.[OH-].[Na+].[C:31](O)(=O)[CH2:32][C:33]([CH2:38][C:39](O)=O)(C(O)=O)O.[CH2:44]([OH:46])[CH3:45]>>[CH2:44]([O:46][C:10]1[CH:5]=[C:6]([C:15]2[NH:28][C:18]3=[N:19][CH:20]=[C:21]([C:23]([OH:25])=[O:24])[CH:22]=[C:17]3[N:16]=2)[CH:7]=[C:8]([O:11][CH:12]([CH3:14])[CH3:13])[CH:9]=1)[C:45]1[CH:39]=[CH:38][CH:33]=[CH:32][CH:31]=1 |f:1.2|. Procedure details: A solution of ethyl 2-(2,5-diisopropoxyphenyl)-3H-imidazo[4,5-b]pyridine-6-carboxylate (40 mg) and 1N aqueous sodium hydroxide solution (1 ml) in ethanol (2 ml) was stirred at room temperature for 48 hr. The reaction mixture was adjusted with 1N citric acid to pH 4, and the precipitated crystals were collected by filtration and washed with water and ethanol to give the title compound (27 mg) as colorless crystals. purity 94%. M+H: 404. 1H NMR (DMSO-d6) δ: 1.32 (6H, d, J=6.0 Hz), 4.70-4.78 (1H,m)... Starting materials: CCOc1cccc(OC2=CC(=O)N(C(CC(C)C)C(=O)Nc3cnc(C4COC(C)(C)O4)cn3)C2)c1F, CCOC(C)=O, Cl, C1CCOC1. The product is CCOc1cccc(OC2=CC(=O)N(C(CC(C)C)C(=O)Nc3cnc(C(O)CO)cn3)C2)c1F. RXN SMILES: [CH3:1][C:2]1([CH3:38])[O:3][CH2:4][CH:5]([c:7]2[n:8][cH:9][c:10]([NH:13][C:14]([CH:15]([CH2:16][CH:17]([CH3:18])[CH3:19])[N:20]3[C:21](=[O:36])[CH:22]=[C:23]([O:25][c:26]4[c:27]([F:35])[c:28]([O:32][CH2:33][CH3:34])[cH:29][cH:30][cH:31]4)[CH2:24]3)=[O:37])[n:11][cH:12]2)[O:6]1.[CH3:45][CH2:46][O:47][C:48](=[O:49])[CH3:50].[ClH:39].[O:40]1[CH2:41][CH2:42][CH2:43][CH2:44]1>>[OH:3][CH2:4][CH:5]([OH:6])[c:7]1[n:8][cH:9][c:10]([NH:13][C:14]([CH:15]([CH2:16][CH:17]([CH3:18])[CH3:19])[N:20]2[C:21](=[O:36])[CH:22]=[C:23]([O:25][c:26]3[c:27]([F:35])[c:28]([O:32][CH2:33][CH3:34])[cH:29][cH:30][cH:31]3)[CH2:24]2)=[O:37])[n:11][cH:12]1. Solvent: C1(=CC=CC=C1)C (toluene), O (water), C1(=CC=CC=C1)C (toluene). The yield is 76.8%. Reagents/catalysts: C(C)(=O)[O-].[Pd+2].C(C)(=O)[O-] (palladium acetate). Procedure: A solution of palladium acetate (3.4 mg, 0.0153 mmol), 2-dicyclohexylphosphino-2′,6′-dimethoxybiphenyl (12.6 mg, 0.0307 mmol) and potassium phosphate (65.3 mg, 0.30 mmol) in water (0.050 mL) and toluene (0.250 mL) was stirred for three minutes. A solution of (4-chloro-2-fluoro-phenyl)acetic acid methyl ester (Example 40; 33.2 mg, 0.16 mmol) and 1-[2-(4-{1-ethyl-1-[3-methyl-4-(4,4,5,5-tetramethyl-[1,3,2]dioxaborolan-2-yl)-phenyl]-propyl}-2-methyl-phenyl)-ethyl]-cyclohexanol (Example 37-(2); 55.4 ... Run at temperature 100 celsius, time 3 hour. RXN SMILES: C1(P(C2CCCCC2)C2C=CC=CC=2C2C(OC)=CC=CC=2OC)CCCCC1.P([O-])([O-])([O-])=O.[K+].[K+].[K+].[CH3:38][O:39][C:40](=[O:50])[CH2:41][C:42]1[CH:47]=[CH:46][C:45](Cl)=[CH:44][C:43]=1[F:49].[CH2:51]([C:53]([C:72]1[CH:77]=[CH:76][C:75]([CH2:78][CH2:79][C:80]2([OH:86])[CH2:85][CH2:84][CH2:83][CH2:82][CH2:81]2)=[C:74]([CH3:87])[CH:73]=1)([C:56]1[CH:61]=[CH:60][C:59](B2OC(C)(C)C(C)(C)O2)=[C:58]([CH3:71])[CH:57]=1)[CH2:54][CH3:55])[CH3:52]>O.C1(C)C=CC=CC=1.C([O-])(=O)C.[Pd+2].C([O-])(=O)C>[CH3:38][O:39][C:40](=[O:50])[CH2:41][C:42]1[CH:47]=[CH:46][C:45]([C:59]2[CH:60]=[CH:61][C:56]([C:53]([CH2:54][CH3:55])([C:72]3[CH:77]=[CH:76][C:75]([CH2:78][CH2:79][C:80]4([OH:86])[CH2:85][CH2:84][CH2:83][CH2:82][CH2:81]4)=[C:74]([CH3:87])[CH:73]=3)[CH2:51][CH3:52])=[CH:57][C:58]=2[CH3:71])=[CH:44][C:43]=1[F:49] |f:1.2.3.4,9.10.11|. Yields the product COC(CC1=C(C=C(C=C1)C1=C(C=C(C=C1)C(CC)(C1=CC(=C(C=C1)CCC1(CCCCC1)O)C)CC)C)F)=O ([4′-(1-ethyl-1-{4-[2-(1-hydroxy-cyclohexyl)-ethyl]-3-methyl-phenyl}-propyl)-3-fluoro-2′-methyl-biphenyl-4-yl]-acetic Acid Methyl Ester). The reactants are COC(CC1=C(C=C(C=C1)Cl)F)=O ((4-chloro-2-fluoro-phenyl)-acetic Acid Methyl Ester), C(C)C(CC)(C1=CC(=C(C=C1)B1OC(C(O1)(C)C)(C)C)C)C1=CC(=C(C=C1)CCC1(CCCCC1)O)C (1-[2-(4-{1-ethyl-1-[3-methyl-4-(4,4,5,5-tetramethyl-[1,3,2]dioxaborolan-2-yl)-phenyl]-propyl}-2-methyl-phenyl)-ethyl]-cyclohexanol), C1(CCCCC1)P(C1=C(C=CC=C1)C1=C(C=CC=C1OC)OC)C1CCCCC1 (2-dicyclohexylphosphino-2′,6′-dimethoxybiphenyl), P(=O)([O-])([O-])[O-].[K+].[K+].[K+] (potassium phosphate). Starting materials: aqueous solution, [OH-].[Na+] (sodium hydroxide), C(C)(=O)OC1=C(C(=O)NC2=C(C(=O)OC)C=CC(=C2)C=2OC=CC2)C=C(C=C1)C=1C=NC=CC1 (methyl 2-(2-acetoxy-5-(pyridin-3-yl)benzamido)-4-(furan-2-yl)benzoate), aqueous solution, C(CC(O)(C(=O)O)CC(=O)O)(=O)O (citric acid). The solvent is O1CCOCC1 (Dioxane). Conditions: time 10 minute. The product is O1C(=CC=C1)C1=CC(=C(C(=O)[O-])C=C1)NC(C1=C(C=CC(=C1)C=1C=NC=CC1)O)=O.[Na+] (sodium 4-(furan-2-yl)-2-(2-hydroxy-5-(pyridin-3-yl)benzamido)benzoate). Reaction SMILES: [OH-].[Na+:2].C([O:6][C:7]1[CH:30]=[CH:29][C:28]([C:31]2[CH:32]=[N:33][CH:34]=[CH:35][CH:36]=2)=[CH:27][C:8]=1[C:9]([NH:11][C:12]1[CH:21]=[C:20]([C:22]2[O:23][CH:24]=[CH:25][CH:26]=2)[CH:19]=[CH:18][C:13]=1[C:14]([O:16]C)=[O:15])=[O:10])(=O)C.C(O)(=O)CC(CC(O)=O)(C(O)=O)O>O1CCOCC1>[O:23]1[CH:24]=[CH:25][CH:26]=[C:22]1[C:20]1[CH:19]=[CH:18][C:13]([C:14]([O-:16])=[O:15])=[C:12]([NH:11][C:9](=[O:10])[C:8]2[CH:27]=[C:28]([C:31]3[CH:32]=[N:33][CH:34]=[CH:35][CH:36]=3)[CH:29]=[CH:30][C:7]=2[OH:6])[CH:21]=1.[Na+:2] |f:0.1,5.6|. Reported procedure: Dioxane (3 mL) and a 2 mol/L aqueous solution of sodium hydroxide (0.19 mL) were added to the obtained methyl 2-(2-acetoxy-5-(pyridin-3-yl)benzamido)-4-(furan-2-yl)benzoate (0.18 g), followed by stirring at room temperature for 3 hours and 10 minutes and then at 70° C. for 1 hour and 30 minutes. The reaction mixture was cooled to room temperature and adjusted to a pH of 6.0 with a 10% aqueous solution of citric acid. The solid substance was collected by filtration, and methanol (1.0 mL) and a 1 ... Reactants: C1CCNCC1, CCO, Nc1nnc(Cl)s1. Product: Nc1nnc(N2CCCCC2)s1. RXN SMILES: [CH2:1]1[CH2:2][CH2:3][NH:4][CH2:5][CH2:6]1.[CH3:14][CH2:15][OH:16].[NH2:7][c:8]1[s:9][c:10]([Cl:13])[n:11][n:12]1>>[CH2:1]1[CH2:2][CH2:3][N:4]([c:10]2[s:9][c:8]([NH2:7])[n:12][n:11]2)[CH2:5][CH2:6]1. Reactants: CC(C)C1(C(=O)O)C=CC(NC(=O)OC(C)(C)C)C1, CCO. Product: CC(C)C1(C(=O)O)CCC(NC(=O)OC(C)(C)C)C1. RXN SMILES: [C:1]([CH3:2])([CH3:3])([CH3:4])[O:5][C:6](=[O:7])[NH:8][CH:9]1[CH:10]=[CH:11][C:12]([C:14](=[O:15])[OH:16])([CH:17]([CH3:18])[CH3:19])[CH2:13]1.[CH3:20][CH2:21][OH:22]>>[C:1]([CH3:2])([CH3:3])([CH3:4])[O:5][C:6](=[O:7])[NH:8][CH:9]1[CH2:10][CH2:11][C:12]([C:14](=[O:15])[OH:16])([CH:17]([CH3:18])[CH3:19])[CH2:13]1.